Dataset: the Open Reaction Database (ORD), a public repository of structured organic reaction records. Task: describe an organic reaction: reactants, conditions, products, and yield Starting materials: BrCCCC1=CC=CC=C1 (1-Bromo-3-phenylpropane), S(O)(O)(=O)=O (sulfuric acid), [N+](=O)(O)[O-] (nitric acid). Conditions: temperature 60 celsius. The product is BrCCCC1=CC=C(C=C1)[N+](=O)[O-] (1-Bromo-3-(4-nitrophenyl)propane). Isolated yield 63.7%. Reaction SMILES: [Br:1][CH2:2][CH2:3][CH2:4][C:5]1[CH:10]=[CH:9][CH:8]=[CH:7][CH:6]=1.S(=O)(=O)(O)O.[N+:16]([O-])([OH:18])=[O:17]>>[Br:1][CH2:2][CH2:3][CH2:4][C:5]1[CH:10]=[CH:9][C:8]([N+:16]([O-:18])=[O:17])=[CH:7][CH:6]=1. Procedure: 1-Bromo-3-phenylpropane (19.7 mmol) was added slowly to a solution of sulfuric acid (7.4 g) and nitric acid (5.4 g) at ambient temperature and stirred at 60° C. The residue (mixture of ortho and para) was purified by column chromatography on silica gel. Yield 63.7% Reactants: trifluorosulfuric acid, C(C)[SiH](CC)CC (triethylsilane), [N+](=O)([O-])C1=CC=C(C(=O)C2=CC=C(C=C2)C2(CCC(CC2)CCCC)C2=CC=C(C=C2)C(C2=CC=C(C=C2)[N+](=O)[O-])=O)C=C1 (1,1-Bis[4-(4-nitrobenzoyl)phenyl]-4-butylcyclohexane). Run in ClCCl (dichloromethane), ClCCl (dichloromethane), ClCCl (dichloromethane). Run at time 5 hour. Product: [N+](=O)([O-])C1=CC=C(CC2=CC=C(C=C2)C2(CCC(CC2)CCCC)C2=CC=C(C=C2)CC2=CC=C(C=C2)[N+](=O)[O-])C=C1 (1,1-bis[4-(4-nitrobenzyl)phenyl]-4-butylcyclohexane). The yield is 87.9%. RXN SMILES: [N+:1]([C:4]1[CH:44]=[CH:43][C:7]([C:8]([C:10]2[CH:15]=[CH:14][C:13]([C:16]3([C:26]4[CH:31]=[CH:30][C:29]([C:32](=O)[C:33]5[CH:38]=[CH:37][C:36]([N+:39]([O-:41])=[O:40])=[CH:35][CH:34]=5)=[CH:28][CH:27]=4)[CH2:21][CH2:20][CH:19]([CH2:22][CH2:23][CH2:24][CH3:25])[CH2:18][CH2:17]3)=[CH:12][CH:11]=2)=O)=[CH:6][CH:5]=1)([O-:3])=[O:2].C([SiH](CC)CC)C>ClCCl>[N+:1]([C:4]1[CH:5]=[CH:6][C:7]([CH2:8][C:10]2[CH:15]=[CH:14][C:13]([C:16]3([C:26]4[CH:31]=[CH:30][C:29]([CH2:32][C:33]5[CH:34]=[CH:35][C:36]([N+:39]([O-:41])=[O:40])=[CH:37][CH:38]=5)=[CH:28][CH:27]=4)[CH2:21][CH2:20][CH:19]([CH2:22][CH2:23][CH2:24][CH3:25])[CH2:18][CH2:17]3)=[CH:12][CH:11]=2)=[CH:43][CH:44]=1)([O-:3])=[O:2]. Procedure details: 1,1-Bis[4-(4-nitrobenzoyl)phenyl]-4-butylcyclohexane 45.40 g was dissolved in dichloromethane 660 ml, and a solution of trifluorosulfuric acid 36.9 g in dichloromethane 860 ml was added dropwise for one hour. Then, a solution of triethylsilane 47.38 g in dichloromethane 80 ml was added dropwise for 90 minutes. When 30 minutes passed after the addition was finished, the ice bath was removed and the solution was stirred for five hours at room temperature. The finish of the reaction was confirmed b...